From a dataset of the Open Reaction Database (ORD), a public repository of structured organic reaction records. describe an organic reaction: reactants, conditions, products, and yield Starting materials: C(C)(CC)NC(CCC)=O (N-s-Butyl-butyramide), solution, C(CCC)[Li] (n-butyl lithium), CC=1N=C(OC1)S(=O)C (4-methyl-2-methylsulphinyloxazole), O (water). Run in O1CCOCC1 (dioxan), O1CCOCC1 (dioxan). Conditions: temperature 10 celsius, time 15 minute. The product is C(C)(CC)N(C(CCC)=O)C=1OC=C(N1)C (2-(N-s-Butyl-butyramido)-4-methyloxazole). Reaction SMILES: [CH:1]([NH:5][C:6](=[O:10])[CH2:7][CH2:8][CH3:9])([CH2:3][CH3:4])[CH3:2].C([Li])CCC.[CH3:16][C:17]1[N:18]=[C:19](S(C)=O)[O:20][CH:21]=1.O>O1CCOCC1>[CH:1]([N:5]([C:19]1[O:20][CH:21]=[C:17]([CH3:16])[N:18]=1)[C:6](=[O:10])[CH2:7][CH2:8][CH3:9])([CH2:3][CH3:4])[CH3:2]. Reported procedure: N-s-Butyl-butyramide (0.99 g, 0.0069 m) in dry dioxan (10 ml) was cooled to 10° C. under nitrogen during the dropwise addition of a 1.445 M solution of n-butyl lithium (4.8 ml, 0.0069 m). The mixture was stirred for 15 minutes at 10° C. and then 4-methyl-2-methylsulphinyloxazole (1.0 g, 0.0068 m) in dry dioxan (10 ml) was added and the mixture allowed to warm to room temperature. It was stirred for 3 hours and then hydrolysed with water. The solvent was removed in vacuo and the ether extract of ... Starting materials: S(O)(O)(=O)=O (sulfuric acid), COC(C(=O)NC(C)C1=CC=CC=C1)OC (2,2-dimethoxy-N-(1-phenylethyl)-acetamide). Solvent: ice. Run at temperature 60 celsius, time 105 minute. Yields the product CC1=NC(=CC2=CC=CC=C12)O (1-Methylisoquinolin-3-ol). RXN SMILES: S(=O)(=O)(O)O.CO[CH:8](OC)[C:9]([NH:11][CH:12]([C:14]1[CH:19]=[CH:18][CH:17]=[CH:16][CH:15]=1)[CH3:13])=[O:10]>>[CH3:13][C:12]1[C:14]2[C:19](=[CH:18][CH:17]=[CH:16][CH:15]=2)[CH:8]=[C:9]([OH:10])[N:11]=1. Reported procedure: Concentrated sulfuric acid (18 M; 6.0 mL) was added to 2,2-dimethoxy-N-(1-phenylethyl)-acetamide (2.49 g, 11.2 mmol), and the resulting solution was stirred at 60° C. for 105 min. The reaction mixture was added to ≈100 mL of ice, and the yellow precipitate was filtered off. The pH of the filtrate was adjusted to 7-8 with NaHCO3 solution, the initial yellow solid was added, and the yellow precipitate was filtered off, washed with water, and dried in vacuo, giving the title compound as yellow soli... Reactants: NC1=C(C(=O)O)C=CC=C1C(F)(F)F (2-amino-3-trifluoromethyl benzoic acid), ClC(C(=O)Cl)C(C)C (2-chloro-3-methyl butanoyl chloride), 2-(1-chloro-2-methylpropyl)-8-(trifuoromethy)-4H-3,1-benzoxazin-4-one. Solvent: C1(=CC=CC=C1)C (toluene). Yields the product ClC(C(C)C)C1=NC2=C(C(O1)=O)C=CC=C2C(F)(F)F (2-(1-chloro-2-methylpropyl)-8-(trifluoromethyl)-4H-3,1-benzoxazin-4-one). RXN SMILES: [NH2:1][C:2]1[C:10]([C:11]([F:14])([F:13])[F:12])=[CH:9][CH:8]=[CH:7][C:3]=1[C:4]([OH:6])=[O:5].[Cl:15][CH:16]([CH:20]([CH3:22])[CH3:21])[C:17](Cl)=O>C1(C)C=CC=CC=1>[Cl:15][CH:16]([C:17]1[O:5][C:4](=[O:6])[C:3]2[CH:7]=[CH:8][CH:9]=[C:10]([C:11]([F:12])([F:13])[F:14])[C:2]=2[N:1]=1)[CH:20]([CH3:22])[CH3:21]. Procedure details: 10.25 g of 2-amino-3-trifluoromethyl benzoic acid in 20 ml of toluene and 18.6 g of 2-chloro-3-methyl butanoyl chloride (prepared by J. Org. Chem., Vol. 40, p. 3420 (1975)) were mixed together, and the procedure of Example 10 of Belgian Patent No. 896,941 was followed for the preparation of 11.9 g of 2-(1-chloro-2-methylpropyl)-8-(trifuoromethy)-4H-3,1-benzoxazin-4-one melting at 78°-80° C. The reactants are ClC=1C=C(C=C(C1O)Cl)C=1CCC(NN1)=O (6-(3,5-dichloro-4-hydroxyphenyl)-4,5-dihydro-3(2H)-pyridazinone), C([O-])([O-])=O.[K+].[K+] (potassium carbonate), C(C=C)Br (allyl bromide). Reaction SMILES: [Cl:1][C:2]1[CH:3]=[C:4]([C:10]2[CH2:11][CH2:12][C:13](=[O:16])[NH:14][N:15]=2)[CH:5]=[C:6]([Cl:9])[C:7]=1[OH:8].C(=O)([O-])[O-].[K+].[K+].[CH2:23](Br)[CH:24]=[CH2:25]>CC(C)=O>[CH2:25]([O:8][C:7]1[C:6]([Cl:9])=[CH:5][C:4]([C:10]2[CH2:11][CH2:12][C:13](=[O:16])[NH:14][N:15]=2)=[CH:3][C:2]=1[Cl:1])[CH:24]=[CH2:23] |f:1.2.3|. The product is C(C=C)OC1=C(C=C(C=C1Cl)C=1CCC(NN1)=O)Cl (6-(4-allyloxy-3,5-dichlorophenyl)-4,5-dihydro-3(2H)pyridazinone). Run in CC(=O)C (acetone). Procedure details: In 50 ml. of acetone was mixed 5 g. of 6-(3,5-dichloro-4-hydroxyphenyl)-4,5-dihydro-3(2H)-pyridazinone obtained in Example 5 and 3.3 g. of anhydrous potassium carbonate and to the resulting mixture was added dropwise 2.4 g. of allyl bromide at room temperature while stirring. After completion of the addition, the mixture was heated under reflux for 4 hours. After cooling, the reaction mixture was filtered, the filtrate was concentrated under reduced pressure and the residue was recrystallized fr... The yield is 93.0%. The reactants are C1CCC2=NCCCN2CC1 (DBU), C(C1=CC=CC=C1)=O (benzaldehyde), N(=O)C1=CC=CC=C1 (nitrosobenzene). Reagents/catalysts: catalyst. The solvent is ClCCl (dichloromethane). Run at time 10 minute. Product: ON(C(C1=CC=CC=C1)=O)C1=CC=CC=C1 (N-hydroxy-N-phenylbenzamide). Reaction SMILES: C1CCN2C(=NCCC2)CC1.[CH:12](=[O:19])[C:13]1[CH:18]=[CH:17][CH:16]=[CH:15][CH:14]=1.[N:20]([C:22]1[CH:27]=[CH:26][CH:25]=[CH:24][CH:23]=1)=[O:21]>ClCCl>[OH:21][N:20]([C:22]1[CH:27]=[CH:26][CH:25]=[CH:24][CH:23]=1)[C:12](=[O:19])[C:13]1[CH:18]=[CH:17][CH:16]=[CH:15][CH:14]=1. Procedure: DBU (3.8 mg, 0.025 mmol) was added under argon to a solution of benzaldehyde (106 mg, 1 mmol), nitrosobenzene (107 mg, 1 mmol) and catalyst (1.82 mg, 0.005 mmol) in dichloromethane (5 mL). The reaction mixture was stirred at room temperature for 10 min. The solvent was removed under vacuum, and the residue was purified by flash silica gel column chromatography using hexane and ethyl acetate as the eluents. The reactants are C(C)(C)(C)C1=CC(=C(C=C1)I)OCC(F)(F)F (4-tert-butyl-1-iodo-2-(2,2,2-trifluoro-ethoxy)benzene), C[O-].[Na+] (sodium methoxide), COC=O (methylformate). Solvent: O1CCOCC1 (dioxane), O1CCOCC1 (dioxane). Run at temperature 60 celsius. Yields the product C(C)(C)(C)C1=CC(=C(C(=O)OCC)C=C1)OCC(F)(F)F (ethyl 4-tert-butyl-2-(2,2,2-trifluoroethoxy)benzoate). Yield: 52.4%. As a reaction SMILES: [C:1]([C:5]1[CH:10]=[CH:9][C:8](I)=[C:7]([O:12][CH2:13][C:14]([F:17])([F:16])[F:15])[CH:6]=1)([CH3:4])([CH3:3])[CH3:2].[CH3:18][O-].[Na+].[CH3:21][O:22][CH:23]=[O:24]>O1CCOCC1>[C:1]([C:5]1[CH:10]=[CH:9][C:8]([C:23]([O:22][CH2:21][CH3:18])=[O:24])=[C:7]([O:12][CH2:13][C:14]([F:17])([F:16])[F:15])[CH:6]=1)([CH3:4])([CH3:3])[CH3:2] |f:1.2|. Procedure: To a degassed solution of 4-tert-butyl-1-iodo-2-(2,2,2-trifluoro-ethoxy)benzene (2.5 g, 6.9 mmol), sodium methoxide (0.57 g, 10.4 mmol) and dichlorobistriphenylphosphinepalladium (0.25 g, 0.3 mmol) in dioxane (6 mL) was added methylformate (0.86 mL, 14.0 mmol). The resulting mixture was heated in an oil bath (60° C.) for 18 h and then allowed to cool. The solution was diluted with dioxane and filtered through a plug of Celite and concentrated. Purification of the crude residue by flash chromatog...